From a dataset of the Open Reaction Database (ORD), a public repository of structured organic reaction records. describe an organic reaction: reactants, conditions, products, and yield Starting materials: C1(=CC=CC=C1)C(C1=CC=CC=C1)OC(=O)C1=C(CS([C@H]2N1C([C@H]2NC(CC2=CC=CC=C2)=O)=O)=O)CC2=CC=C(O2)C(=O)OC(C2=CC=CC=C2)C2=CC=CC=C2 (3-(5-diphenylmethoxycarbonylfurfuryl)-7β-phenylacetylamino-ceph-3-em-4-carboxylic acid diphenylmethyl ester 1-oxide), FC(C(=O)O)(F)F (trifluoroacetic acid), C1(=CC=CC=C1)OC (anisole). The product is C(=O)(O)C1=CC=C(CC=2CS([C@H]3N(C2C(=O)O)C([C@H]3NC(CC3=CC=CC=C3)=O)=O)=O)O1 (3-(5-carboxy-furfuryl)-7β-phenylacetylamino-ceph-3-em-4-carboxylic acid 1-oxide). As a reaction SMILES: C1(C([O:14][C:15]([C:17]2[N:22]3[C:23](=[O:35])[C@@H:24]([NH:25][C:26](=[O:34])[CH2:27][C:28]4[CH:33]=[CH:32][CH:31]=[CH:30][CH:29]=4)[C@H:21]3[S:20](=[O:36])[CH2:19][C:18]=2[CH2:37][C:38]2[O:42][C:41]([C:43]([O:45]C(C3C=CC=CC=3)C3C=CC=CC=3)=[O:44])=[CH:40][CH:39]=2)=[O:16])C2C=CC=CC=2)C=CC=CC=1.FC(F)(F)C(O)=O.C1(OC)C=CC=CC=1>>[C:43]([C:41]1[O:42][C:38]([CH2:37][C:18]2[CH2:19][S:20](=[O:36])[C@@H:21]3[C@H:24]([NH:25][C:26](=[O:34])[CH2:27][C:28]4[CH:33]=[CH:32][CH:31]=[CH:30][CH:29]=4)[C:23](=[O:35])[N:22]3[C:17]=2[C:15]([OH:16])=[O:14])=[CH:39][CH:40]=1)([OH:45])=[O:44]. Procedure: By treating 0.70 g of 3-(5-diphenylmethoxycarbonylfurfuryl)-7β-phenylacetylamino-ceph-3-em-4-carboxylic acid diphenylmethyl ester 1-oxide with 5 ml of trifluoroacetic acid and 2 ml of anisole, the 3-(5-carboxy-furfuryl)-7β-phenylacetylamino-ceph-3-em-4-carboxylic acid 1-oxide is obtained; thin-layer chromatogram (silica gel): Rf = 0.15 (system: n-butanol/ethanol/water 40:10:50). Reactants: ClC1=NN=C(C2=CC=CC=C12)N1[C@@H](CN(CC1)C(=O)C1CCCCC1)C ((R)-(4-(4-chlorophthalazin-1-yl)-3-methylpiperazin-1-yl)(cyclohexyl)methanone), [O-]P(=O)([O-])[O-].[K+].[K+].[K+] (potassium phosphate tribasic), C(N)(=O)C1=CC=C(C=C1)B(O)O (4-carbamoylphenylboronic acid), C1(CCCCC1)P(C1=C(C=CC=C1OC)OC)C1CCCCC1 (dicyclohexyl(2,6-dimethoxyphenyl)phosphine). The reagents and catalysts are C=1C=CC(=CC1)/C=C/C(=O)/C=C/C2=CC=CC=C2.C=1C=CC(=CC1)/C=C/C(=O)/C=C/C2=CC=CC=C2.C=1C=CC(=CC1)/C=C/C(=O)/C=C/C2=CC=CC=C2.[Pd].[Pd] (tris(dibenzylideneacetone)dipalladium). The solvent is hexanes. Reaction conditions: temperature 100 celsius. Product: C(C1=CC=CC=C1)(=O)N1C[C@H](N(CC1)C1=NN=C(C2=CC=CC=C12)C1=CC=C(C(=O)N)C=C1)C ((R)-4-(4-(4-benzoyl-2-methylpiperazin-1-yl)phthalazin-1-yl)benzamide). RXN SMILES: Cl[C:2]1[C:11]2[C:6](=[CH:7][CH:8]=[CH:9][CH:10]=2)[C:5]([N:12]2[CH2:17][CH2:16][N:15]([C:18]([CH:20]3[CH2:25][CH2:24][CH2:23][CH2:22][CH2:21]3)=[O:19])[CH2:14][C@H:13]2[CH3:26])=[N:4][N:3]=1.[C:27]([C:30]1[CH:35]=[CH:34][C:33](B(O)O)=[CH:32][CH:31]=1)(=[O:29])[NH2:28].C1(P(C2CCCCC2)C2C(OC)=CC=CC=2OC)CCCCC1.[O-]P([O-])([O-])=O.[K+].[K+].[K+]>C1C=CC(/C=C/C(/C=C/C2C=CC=CC=2)=O)=CC=1.C1C=CC(/C=C/C(/C=C/C2C=CC=CC=2)=O)=CC=1.C1C=CC(/C=C/C(/C=C/C2C=CC=CC=2)=O)=CC=1.[Pd].[Pd]>[C:18]([N:15]1[CH2:16][CH2:17][N:12]([C:5]2[C:6]3[C:11](=[CH:10][CH:9]=[CH:8][CH:7]=3)[C:2]([C:33]3[CH:34]=[CH:35][C:30]([C:27]([NH2:28])=[O:29])=[CH:31][CH:32]=3)=[N:3][N:4]=2)[C@H:13]([CH3:26])[CH2:14]1)(=[O:19])[C:20]1[CH:25]=[CH:24][CH:23]=[CH:22][CH:21]=1 |f:3.4.5.6,7.8.9.10.11|. Reported procedure: Compound 71 was prepared according to general method H. A 15 mL Schlenk tube was charged with (R)-(4-(4-chlorophthalazin-1-yl)-3-methylpiperazin-1-yl)(cyclohexyl)methanone JK-5 (130 mg, 349 μmol), 4-carbamoylphenylboronic acid (77 mg, 523 μmol), tris(dibenzylideneacetone)dipalladium (0) (3.2 mg, 3.5 μmol), dicyclohexyl(2,6-dimethoxyphenyl)phosphine (2.3 mg, 7.0 μmol), and potassium phosphate tribasic (148 mg, 697 μmol). The vessel was evacuated, backfilled with argon 5 times, and then previously... The reactants are ClCC(=O)N(C)OC (2-chloro-N-methoxy-N-methylacetamide), BrC=1C2=C(SC1)C=CC=C2F (3-bromo-4-fluorobenzo[b]thiophene), C(CCC)[Li] (n-butyllithium). The solvent is O1CCCC1 (tetrahydrofuran), O1CCCC1 (tetrahydrofuran), CCOCC (ether). Run at temperature -50 celsius, time 30 minute. Product: ClCC(=O)C1=CC2=C(S1)C=CC=C2F (2-chloro-1-(4-fluorobenzo[b]thiophen-2-yl]ethan-1-one). Yield: 15.4%. RXN SMILES: Br[C:2]1[C:3]2[C:10]([F:11])=[CH:9][CH:8]=[CH:7][C:4]=2[S:5][CH:6]=1.C([Li])CCC.[Cl:17][CH2:18][C:19](N(OC)C)=[O:20]>O1CCCC1.CCOCC>[Cl:17][CH2:18][C:19]([C:6]1[S:5][C:4]2[CH:7]=[CH:8][CH:9]=[C:10]([F:11])[C:3]=2[CH:2]=1)=[O:20]. Procedure: A solution of 3-bromo-4-fluorobenzo[b]thiophene (0.76 g) in tetrahydrofuran (5 ml) was added dropwise under nitrogen at −60-−50° C. over 10 minutes to a stirred solution of n-butyllithium (2.5M solution in hexanes; 1.71 ml) in ether (40 ml), then the mixture was stirred at −50° C. for 30 minutes. A solution of 2-chloro-N-methoxy-N-methylacetamide (0.39 g) in tetrahydrofuran (10 ml) was added dropwise over 10 minutes, the mixture was stirred at −50° C. for 30 minutes and at 0° C. for 1 hour, then... The reactants are CCO, [K+], [OH-], O, CCCCCCCCOC(=O)C(=C1SCCCS1)c1cccc(C(F)(F)F)c1. Product: O=C(O)C(=C1SCCCS1)c1cccc(C(F)(F)F)c1. Reaction SMILES: [CH3:31][CH2:32][OH:33].[K+:30].[OH-:29].[OH2:34].[S:1]1[C:2](=[C:7]([C:8](=[O:9])[O:10][CH2:11][CH2:12][CH2:13][CH2:14][CH2:15][CH2:16][CH2:17][CH3:18])[c:19]2[cH:20][c:21]([C:25]([F:26])([F:27])[F:28])[cH:22][cH:23][cH:24]2)[S:3][CH2:4][CH2:5][CH2:6]1>>[S:1]1[C:2](=[C:7]([C:8](=[O:9])[OH:10])[c:19]2[cH:20][c:21]([C:25]([F:26])([F:27])[F:28])[cH:22][cH:23][cH:24]2)[S:3][CH2:4][CH2:5][CH2:6]1. Starting materials: COC(=O)C1OC2=C(C=C1)C=CC=C2 (2H-1-benzopyran-2-carboxylic acid methyl ester), [OH-].C(CCC)[N+](CCCC)(CCCC)CCCC (tetrabutylammonium hydroxide), C(C)(=O)O (acetic acid), C(C)(=O)OCC (ethyl acetate). Run in CO (methanol), CO (methanol), hexanes. Reaction conditions: time 10 minute. Product: COC(=O)C1OC2=C(CC1)C=C(C(=C2)OCCCCCO)C(C)=O (rac-6-acetyl-3,4-dihydro-7-[(5-hydroxypentyl)oxy]-2H-1-benzopyran-2-carboxylic acid methyl ester). RXN SMILES: [CH3:1][O:2][C:3]([CH:5]1[CH:10]=[CH:9][C:8]2[CH:11]=[CH:12][CH:13]=[CH:14][C:7]=2[O:6]1)=[O:4].[OH-:15].C([N+]([CH2:29][CH2:30][CH2:31][CH3:32])(CCCC)CCCC)CCC.C([O:36][CH2:37][CH3:38])(=O)C.[C:39](O)(=[O:41])C>CO>[CH3:1][O:2][C:3]([CH:5]1[CH2:10][CH2:9][C:8]2[CH:11]=[C:12]([C:37](=[O:36])[CH3:38])[C:13]([O:41][CH2:39][CH2:32][CH2:31][CH2:30][CH2:29][OH:15])=[CH:14][C:7]=2[O:6]1)=[O:4] |f:1.2|. Procedure: A 12 L three-neck, round-bottom flask equipped with a mechanical stirrer, a dropping funnel and a nitrogen bubbler was charged with 340.0 g (0.90 mole) of rac-6-acetyl-3,4-dihydro-7-[(5-acetoxypentyl)]oxy]-2H-1-benzopyran-2-carboxylic acid methyl ester. A total of 6.8 L of methanol was added and the mixture was stirred at room temperature under a nitrogen atmosphere for 10 minutes until a complete solution was obtained. A total of 180 mL of 1 M tetrabutylammonium hydroxide in methanol was added ...